Dataset: the Open Reaction Database (ORD), a public repository of structured organic reaction records. Task: describe an organic reaction: reactants, conditions, products, and yield RXN SMILES: [N+:1]([C:4]1[CH:12]=[CH:11][C:7]2[CH:8]=[CH:9][O:10][C:6]=2[CH:5]=1)([O-])=O.[N+](C1C2C=COC=2C=CC=1)([O-])=O>>[O:10]1[C:6]2[CH:5]=[C:4]([NH2:1])[CH:12]=[CH:11][C:7]=2[CH2:8][CH2:9]1. Reactants: [N+](=O)([O-])C1=CC2=C(C=CO2)C=C1 (6-nitrobenzofuran), [N+](=O)([O-])C1=CC=CC2=C1C=CO2 (4-nitrobenzofuran). Procedure: Following the procedure of Example C but substituting 6-nitrobenzofuran for the 4-nitrobenzofuran there is obtained 2,3-dihydro-6-benzofuranamine. Yields the product O1CCC2=C1C=C(C=C2)N (2,3-dihydro-6-benzofuranamine). Starting materials: C1C(CCC2=CC=CC=C12)=O (1,2,3,4-tetrahydronaphthalen-2-one), C(=O)NN (formic hydrazide). The reagents and catalysts are Cl (hydrochloric acid). Run in C(C)O (ethanol). Run at temperature 70 celsius. Product: C(=O)NN=C1CCCC2=CC=CC=C12 (2-formylhydrazono-1,2,3,4-tetrahydronaphthalene). Isolated yield 36.3%. Reaction SMILES: [CH2:1]1[C:10]2[C:5](=[CH:6][CH:7]=[CH:8][CH:9]=2)[CH2:4][CH2:3][C:2]1=O.[CH:12]([NH:14][NH2:15])=[O:13]>C(O)C.Cl>[CH:12]([NH:14][N:15]=[C:1]1[C:10]2[C:5](=[CH:6][CH:7]=[CH:8][CH:9]=2)[CH2:4][CH2:3][CH2:2]1)=[O:13]. Procedure: A mixture of 1,2,3,4-tetrahydronaphthalen-2-one (3.5 g, 24.0 mmol) and formic hydrazide (1.56 g, 26.0 mmol) in 25 mL of ethanol and 1 drop of concentrated hydrochloric acid was heated at 70° C. for 1 hour. The mixture was cooled to room temperature giving a crystalline material. The material was isolated by filtration and washed with ethanol. Drying gave 2-formylhydrazono-1,2,3,4-tetrahydronaphthalene (3.5 g, 8.7 mmol).